Dataset: the Open Reaction Database (ORD), a public repository of structured organic reaction records. Task: describe an organic reaction: reactants, conditions, products, and yield Starting materials: BrC=1C=CC2=C(C=C(CCN2CC2=CC=C(C=C2)OC)C(=O)OC)C1 (methyl 7-bromo-1-(4-methoxybenzyl)-2,3-dihydro-1-benzazepine-4-carboxylate), Cl (hydrochloric acid), [OH-].[Na+] (sodium hydroxide), O (water). Run in O1CCCC1 (tetrahydrofuran), CO (methanol). Conditions: time 1 day. Yields the product BrC=1C=CC2=C(C=C(CCN2CC2=CC=C(C=C2)OC)C(=O)O)C1 (7-bromo-1-(4-methoxybenzyl)-2,3-dihydro-1-benzazepine-4-carboxylic acid). Isolated yield 72.5%. RXN SMILES: [Br:1][C:2]1[CH:3]=[CH:4][C:5]2[N:11]([CH2:12][C:13]3[CH:18]=[CH:17][C:16]([O:19][CH3:20])=[CH:15][CH:14]=3)[CH2:10][CH2:9][C:8]([C:21]([O:23]C)=[O:22])=[CH:7][C:6]=2[CH:25]=1.[OH-].[Na+].O.Cl>O1CCCC1.CO>[Br:1][C:2]1[CH:3]=[CH:4][C:5]2[N:11]([CH2:12][C:13]3[CH:18]=[CH:17][C:16]([O:19][CH3:20])=[CH:15][CH:14]=3)[CH2:10][CH2:9][C:8]([C:21]([OH:23])=[O:22])=[CH:7][C:6]=2[CH:25]=1 |f:1.2|. Reported procedure: To a solution of methyl 7-bromo-1-(4-methoxybenzyl)-2,3-dihydro-1-benzazepine-4-carboxylate (920 mg) in a mixture of tetrahydrofuran (70 ml) and methanol (70 ml) was added 1N sodium hydroxide solution (23 ml), and the mixture was stirred at room temperature for 1 day. Then, to the mixture was added water at 0° C., and 1N hydrochloric acid was further added to make acidic (pH=4), and the mixture was extracted with ethyl acetate. The organic layer was washed with water and saturated brine and drie... Reactants: ClC=1C=2N(C=CN1)C(=NC2I)C2CCN(CC2)C(=O)OCC2=CC=CC=C2 (benzyl 4-(8-chloro-1-iodoimidazo[1,5-a]pyrazin-3-yl)piperidine-1-carboxylate), N (ammonia). Solvent: CC(C)O (IPA). Conditions: temperature -78 celsius. Product: NC=1C=2N(C=CN1)C(=NC2I)C2CCN(CC2)C(=O)OCC2=CC=CC=C2 (Benzyl 4-(8-amino-1-iodoimidazo[1,5-a]pyrazin-3-yl)piperidine-1-carboxylate). As a reaction SMILES: Cl[C:2]1[C:3]2[N:4]([C:8]([CH:12]3[CH2:17][CH2:16][N:15]([C:18]([O:20][CH2:21][C:22]4[CH:27]=[CH:26][CH:25]=[CH:24][CH:23]=4)=[O:19])[CH2:14][CH2:13]3)=[N:9][C:10]=2[I:11])[CH:5]=[CH:6][N:7]=1.[NH3:28]>CC(O)C>[NH2:28][C:2]1[C:3]2[N:4]([C:8]([CH:12]3[CH2:17][CH2:16][N:15]([C:18]([O:20][CH2:21][C:22]4[CH:27]=[CH:26][CH:25]=[CH:24][CH:23]=4)=[O:19])[CH2:14][CH2:13]3)=[N:9][C:10]=2[I:11])[CH:5]=[CH:6][N:7]=1. Reported procedure: A mixture of benzyl 4-(8-chloro-1-iodoimidazo[1,5-a]pyrazin-3-yl)piperidine-1-carboxylate (0.500 g, 0.00101 mol) in IPA (20 mL) was cooled to at −78° C. and treated with a stream of ammonia gas over 3 minutes. The resulting solution was heated at 110° C. in a Parr vessel prior to concentration in vacuo, suspension in DCM and filtration through a bed of Celite. The filtrate was concentrated in vacuo to afford 0.504 g of desired product. 1H NMR (400 MHz, CDCl3): δ 1.88-2.02 (m, 2H), 2.99-3.10 (m, ... The reactants are O(C1=CC=CC=C1)CCCBr (phenoxypropyl bromide), N1CCNCC1 (piperazine). The solvent is O1CCOCC1 (dioxane). The product is O(C1=CC=CC=C1)CCCN1CCNCC1 (1-(3-phenoxypropyl)piperazine). Yield: 97.0%. Reaction SMILES: [O:1]([CH2:8][CH2:9][CH2:10]Br)[C:2]1[CH:7]=[CH:6][CH:5]=[CH:4][CH:3]=1.[NH:12]1[CH2:17][CH2:16][NH:15][CH2:14][CH2:13]1>O1CCOCC1>[O:1]([CH2:8][CH2:9][CH2:10][N:12]1[CH2:17][CH2:16][NH:15][CH2:14][CH2:13]1)[C:2]1[CH:7]=[CH:6][CH:5]=[CH:4][CH:3]=1. Reported procedure: 15.1 g of phenoxypropyl bromide and 60 g of piperazine were dissolved in 150 ml of dioxane, and the solution was heated at 80°-90° C. for 1 hour. The precipitated crystals were removed by filtration, and the filtrate was then concentrated. Afterward, the resultant residue was dissolved in chloroform and then washed with water. Chloroform was distilled off to obtain 15 g of 1-(3-phenoxypropyl)piperazine. Starting materials: C(C)(=O)O (acetic acid), C(#N)[BH3-].[Na+] (sodium cyanoborohydride), BrC=1C=C(N)C=CC1 (3-bromoaniline), C=O (formaldehyde), C(C)(=O)O (acetic acid). Solvent: C(C)#N (acetonitrile), CCOCC (ether). Conditions: temperature 40 celsius, time 2 hour. Product: BrC=1C=C(N(C)C)C=CC1 (3-Bromo-N,N-dimethylaniline). Yield: 82.6%. As a reaction SMILES: [C:1]([BH3-])#[N:2].[Na+].[Br:5][C:6]1[CH:7]=[C:8]([CH:10]=[CH:11][CH:12]=1)N.C=O.[C:15](O)(=O)C>C(#N)C.CCOCC>[Br:5][C:6]1[CH:7]=[C:8]([CH:10]=[CH:11][CH:12]=1)[N:2]([CH3:1])[CH3:15] |f:0.1|. Procedure details: According to the procedure of Borch and Hassid, J. Org. Chem. 37:1673 (1972), sodium cyanoborohydride (4.75 g, 75.0 mmol) was added to a stirred solution of 3-bromoaniline (4.30 g, 25.0 mmol) and 37% aqueous formaldehyde (20 mL, 0.25 moles) in acetonitrile (200 mL). Glacial acetic acid (2.5 mL) was added drop-wise (10 min) to the stirred suspension, without cooling. The temperature gradually increased to 40° C. After stirring for 2 h, the mixture was treated with a second 2.5 mL portion of aceti... Reactants: C1(=C(C=CC=C1)N)N (phenylenediamine), C(=O)(OC(C)(C)C)N(C)CC(=O)O (Boc-sarcosine), C1CCC(CC1)N=C=NC2CCCCC2 (DCC). The solvent is CN(C)C=O (DMF), C(Cl)Cl (CH2Cl2). Run at time 8 hour. Yields the product C(C)(C)(C)OC(=O)N(C)CC(=O)NC1=C(N)C=CC=C1 (2-[(tert-Butoxycarbonyl)sarcosyl]aminoaniline). Yield: 69.5%. As a reaction SMILES: [C:1]1([NH2:8])[CH:6]=[CH:5][CH:4]=[CH:3][C:2]=1[NH2:7].[C:9]([N:16]([CH2:18][C:19](O)=[O:20])[CH3:17])([O:11][C:12]([CH3:15])([CH3:14])[CH3:13])=[O:10].C1CCC(N=C=NC2CCCCC2)CC1>CN(C=O)C.C(Cl)Cl>[C:12]([O:11][C:9]([N:16]([CH2:18][C:19]([NH:7][C:2]1[CH:3]=[CH:4][CH:5]=[CH:6][C:1]=1[NH2:8])=[O:20])[CH3:17])=[O:10])([CH3:15])([CH3:14])[CH3:13]. Reported procedure: A solution of phenylenediamine (100 g, 0.924 mole) and Boc-sarcosine (175 g, 0.924 mole) in DMF (1750 mL) was cooled to -10° C. under argon, and a solution of DCC (190.8 g, 0.924 mole) in CH2Cl2 (1750 mL) was added in a slow stream over 1 hr. The temperature rose to 0° C. during the addition. The reaction was stirred overnight while the temperature was allowed to rise to RT. The white precipitate was removed by filtration, and the filtrate was diluted with H2O (3.5 L) and saturated brine (1 L). ... Starting materials: CC1(C(NC2=CC(=CC=C12)C(=O)O)=O)C (2,3-Dihydro-3,3-dimethyl-2-oxo-(1H)-indole-6-carboxylic acid), S(=O)(Cl)Cl (thionyl chloride). The reagents and catalysts are CN(C=O)C (dimethylformamide). Reaction conditions: time 15 minute. Yields the product CC1(C(NC2=CC(=CC=C12)C(=O)NC1=CC=CC=C1)=O)C (2,3-Dihydro-3,3-dimethyl-N-phenyl-2-oxo-(1H)-indole-6-carboxamide). RXN SMILES: [CH3:1][C:2]1([CH3:15])[C:10]2[C:5](=[CH:6][C:7]([C:11]([OH:13])=O)=[CH:8][CH:9]=2)[NH:4][C:3]1=[O:14].S(Cl)(Cl)=O>CN(C)C=O>[CH3:15][C:2]1([CH3:1])[C:10]2[C:5](=[CH:6][C:7]([C:11]([NH:4][C:5]3[CH:10]=[CH:9][CH:8]=[CH:7][CH:6]=3)=[O:13])=[CH:8][CH:9]=2)[NH:4][C:3]1=[O:14]. Procedure details: 8 g. 2,3-Dihydro-3,3-dimethyl-2-oxo-(1H)-indole-6-carboxylic acid and 1 drop of dimethylformamide were heated in 50 ml. thionyl chloride for 1 hour to the boil under reflux, the substance thereby going into solution. The thionyl chloride was removed under vacuum, the residue was suspended in dichloromethane and a solution of 1.6 ml. aniline and 2.7 ml. triethylamine in 30 ml. dichloromethane added dropwise thereto at an internal temperature of 15° C. The reaction mixture was stirred for 15 minut... Reactants: COc1ccc2c(c1)C(=O)C(=O)C1=C2OC2(CCNCC2)CS1, Fc1ccc(OCC2CO2)cc1. Yields the product COc1ccc2c(c1)C(=O)C(=O)C1=C2OC2(CCN(CC(O)COc3ccc(F)cc3)CC2)CS1. As a reaction SMILES: [CH3:1][O:2][c:3]1[cH:4][c:5]2[c:19]([cH:20][cH:21]1)[C:9]1=[C:8]([C:7](=[O:22])[C:6]2=[O:23])[S:13][CH2:12][C:11]2([O:10]1)[CH2:14][CH2:15][NH:16][CH2:17][CH2:18]2.[F:24][c:25]1[cH:26][cH:27][c:28]([O:29][CH2:30][CH:31]2[O:32][CH2:33]2)[cH:34][cH:35]1>>[CH3:1][O:2][c:3]1[cH:4][c:5]2[c:19]([cH:20][cH:21]1)[C:9]1=[C:8]([C:7](=[O:22])[C:6]2=[O:23])[S:13][CH2:12][C:11]2([O:10]1)[CH2:14][CH2:15][N:16]([CH2:33][CH:31]([CH2:30][O:29][c:28]1[cH:27][cH:26][c:25]([F:24])[cH:35][cH:34]1)[OH:32])[CH2:17][CH2:18]2. Starting materials: CC(CO[Si](C)(C)C(C)(C)C)NC(=O)OC(C)(C)C, CI, [H-], [Na+], CN(C)C=O. Yields the product CC(CO[Si](C)(C)C(C)(C)C)N(C)C(=O)OC(C)(C)C. RXN SMILES: [C:3]([CH3:4])([CH3:5])([CH3:6])[Si:7]([O:8][CH2:9][CH:10]([CH3:11])[NH:12][C:13]([O:14][C:15]([CH3:16])([CH3:17])[CH3:18])=[O:19])([CH3:20])[CH3:21].[CH3:22][I:23].[H-:2].[Na+:1].[O:24]=[CH:25][N:26]([CH3:27])[CH3:28]>>[C:3]([CH3:4])([CH3:5])([CH3:6])[Si:7]([O:8][CH2:9][CH:10]([CH3:11])[N:12]([C:13]([O:14][C:15]([CH3:16])([CH3:17])[CH3:18])=[O:19])[CH3:22])([CH3:20])[CH3:21]. Starting materials: CC(C)(C)[O-], COS(=O)(=O)OC, CCOC(C)=O, [K+], C1CCOC1, O, COC1(OC)CCN(C(=O)OC(C)(C)C)CC1O. Yields the product COC1CN(C(=O)OC(C)(C)C)CCC1(OC)OC. As a reaction SMILES: [CH3:24][C:25]([CH3:26])([O-:27])[CH3:28].[CH3:30][O:31][S:32]([O:33][CH3:34])(=[O:35])=[O:36].[CH3:37][CH2:38][O:39][C:40](=[O:41])[CH3:42].[K+:29].[O:19]1[CH2:20][CH2:23][CH2:22][CH2:21]1.[OH2:43].[OH:1][CH:2]1[CH2:3][N:4]([C:12](=[O:13])[O:14][C:15]([CH3:16])([CH3:17])[CH3:18])[CH2:5][CH2:6][C:7]1([O:8][CH3:9])[O:10][CH3:11]>>[O:1]([CH:2]1[CH2:3][N:4]([C:12](=[O:13])[O:14][C:15]([CH3:16])([CH3:17])[CH3:18])[CH2:5][CH2:6][C:7]1([O:8][CH3:9])[O:10][CH3:11])[CH3:20]. Starting materials: C1=CN(C=N1)C(=O)N2C=CN=C2 (CDI), C(C)(=O)NC1=C(C=C(C(=O)O)C=C1)CC (4-acetamido-3-ethylbenzoic acid), BrCCOC (1-bromo-2-methoxyethane), BrCCOC (1-bromo-2-methoxyethane), COCCOC1=C(C=CC=C1)C(C)=O (1-(2-(2-methoxyethoxy)phenyl)ethanone), BrCC(C)C (1-bromo-2-methyl propane), lithium hexamethyl-silylamide. Solvent: C1CCOC1 (THF). Reaction conditions: temperature -78 celsius, time 2 hour. Yields the product COCCOC1=C(C=CC=C1)C(C)=O (1-(2-(2-Methoxyethoxy)phenyl)ethanone), C(C)(=O)NC1=C(C=C(C=C1)C(CC(=O)C1=C(C=CC=C1)OCCOC)=O)CC (1-(4-acetamido-3-ethylphenyl)-3-(2-(2-methoxyethoxy)phenyl)propane-1,3-dione). Yield: 60.0%. Reaction SMILES: [CH3:1][O:2][CH2:3][CH2:4][O:5][C:6]1[CH:11]=[CH:10][CH:9]=[CH:8][C:7]=1[C:12](=[O:14])[CH3:13].BrCCOC.BrCC(C)C.C1N=CN(C(N2C=NC=C2)=O)C=1.[C:37]([NH:40][C:41]1[CH:49]=[CH:48][C:44]([C:45](O)=[O:46])=[CH:43][C:42]=1[CH2:50][CH3:51])(=[O:39])[CH3:38]>C1COCC1>[CH3:1][O:2][CH2:3][CH2:4][O:5][C:6]1[CH:11]=[CH:10][CH:9]=[CH:8][C:7]=1[C:12](=[O:14])[CH3:13].[C:37]([NH:40][C:41]1[CH:49]=[CH:48][C:44]([C:45](=[O:46])[CH2:13][C:12]([C:7]2[CH:8]=[CH:9][CH:10]=[CH:11][C:6]=2[O:5][CH2:4][CH2:3][O:2][CH3:1])=[O:14])=[CH:43][C:42]=1[CH2:50][CH3:51])(=[O:39])[CH3:38]. Reported procedure: A separated flask was charged with 1-(2-(2-methoxyethoxy)phenyl)ethanone (11.2 g, 57 mmol). (1-(2-(2-Methoxyethoxy)phenyl)ethanone was prepared by a procedure analogous to Example 1, in which commercially 1-bromo-2-methoxyethane was substituted for 1-bromo-2-methyl propane). The 1-bromo-2-methoxyethane was added to anhydrous THF (50 mL) and cooled to −78° C. To this solution was added commercially available lithium hexamethyl-silylamide (1M in hexanes, 172 mL, 172 mmol, Aldrich) over a 3 hour pe...